This data is from the Open Reaction Database (ORD), a public repository of structured organic reaction records. The task is: describe an organic reaction: reactants, conditions, products, and yield Run in CN(C)C=O (DMF), O (H2O). The product is FC(C1=NC2=CC(=CC=C2C(=N1)NC1=NNC(=C1)C)C(=O)OC)(C1=CC=C(C=C1)F)F (methyl 2-(difluoro(4-fluorophenyl)methyl)-4-(5-methyl-1H-pyrazol-3-ylamino)quinazoline-7-carboxylate). Reaction SMILES: Cl[C:2]1[C:11]2[C:6](=[CH:7][C:8]([C:12]([O:14][CH3:15])=[O:13])=[CH:9][CH:10]=2)[N:5]=[C:4]([C:16]([F:25])([F:24])[C:17]2[CH:22]=[CH:21][C:20]([F:23])=[CH:19][CH:18]=2)[N:3]=1.[CH3:26][C:27]1[NH:31][N:30]=[C:29]([NH2:32])[CH:28]=1.CCN(C(C)C)C(C)C>CN(C=O)C.O>[F:25][C:16]([F:24])([C:17]1[CH:18]=[CH:19][C:20]([F:23])=[CH:21][CH:22]=1)[C:4]1[N:3]=[C:2]([NH:32][C:29]2[CH:28]=[C:27]([CH3:26])[NH:31][N:30]=2)[C:11]2[C:6](=[CH:7][C:8]([C:12]([O:14][CH3:15])=[O:13])=[CH:9][CH:10]=2)[N:5]=1. Isolated yield 101.4%. Reaction conditions: time 20 hour. Procedure details: A mixture of methyl 4-chloro-2-(difluoro(4-fluorophenyl)methyl)quinazoline-7-carboxylate (1 g, 2.7 mmol), 5-methyl-1H-pyrazol-3-amine (0.32 g, 3.27 mmol), DIEA (0.62 mL, 3.5 mmol), and KI (0.5 g, 3 mmol) in DMF (20 mL) was stirred at rt for 20 h. The mixture was diluted with H2O and stirred for 1 h, and then the precipitated solid was collected by filtration, washed with H2O, and dried to afford methyl 2-(difluoro(4-fluorophenyl)methyl)-4-(5-methyl-1H-pyrazol-3-ylamino)quinazoline-7-carboxylate ... The reactants are ClC1=NC(=NC2=CC(=CC=C12)C(=O)OC)C(C1=CC=C(C=C1)F)(F)F (methyl 4-chloro-2-(difluoro(4-fluorophenyl)methyl)quinazoline-7-carboxylate), CC1=CC(=NN1)N (5-methyl-1H-pyrazol-3-amine), CCN(C(C)C)C(C)C (DIEA).